The task is: describe an organic reaction: reactants, conditions, products, and yield. This data is from the Open Reaction Database (ORD), a public repository of structured organic reaction records. As a reaction SMILES: [N:1]([C:4]1[C:9]([Cl:10])=[CH:8][CH:7]=[CH:6][C:5]=1[Cl:11])=[N+:2]=[N-:3].C[Si](C)(C)[C:14]#[C:15][CH2:16][OH:17]>C1(C)C=CC=CC=1.C(Cl)Cl>[Cl:11][C:5]1[CH:6]=[CH:7][CH:8]=[C:9]([Cl:10])[C:4]=1[N:1]1[C:15]([CH2:16][OH:17])=[CH:14][N:3]=[N:2]1. Yields the product ClC1=C(C(=CC=C1)Cl)N1N=NC=C1CO ([3-(2,6-Dichloro-phenyl)-3H-[1,2,3]triazol-4-yl]-methanol). The yield is 44.0%. Starting materials: N(=[N+]=[N-])C1=C(C=CC=C1Cl)Cl (2-azido-1,3-dichloro-benzene), C[Si](C#CCO)(C)C (3-trimethylsilanyl-prop-2-yn-1-ol). Procedure details: A solution of 2-azido-1,3-dichloro-benzene (4.00 g, 1 equiv) and 3-trimethylsilanyl-prop-2-yn-1-ol (6.29 mL, 2 equiv) in toluene (10 mL) is heated to 120° C. for 23 h. The reaction mixture is allowed to cool to room temperature and is diluted with 100 mL methylene chloride. The solution is adsorbed onto diatomaceous earth and is purified via flash chromatography eluting with hexanes/ethyl acetate (85:15 to 20:80) to give [3-(2,6-Dichloro-phenyl)-3H-[1,2,3]triazol-4-yl]-methanol (2.30 g, 44%) as ... Solvent: C1(=CC=CC=C1)C (toluene), C(Cl)Cl (methylene chloride). The reactants are S(=S)(=O)([O-])[O-].[Mg+2] (magnesium thiosulfate), C(CCC)OCCOC1=CC=C(C=C1)C=1C=CC2=C(C=C(CCN2CC(C)C)C(=O)NC2=CC=C(C=C2)CSC2=NN=CN2C)C1 (7-[4-(2-butoxyethoxy)phenyl]-N-[4-(4-methyl-4H-1,2,4-triazol-3-ylthiomethyl)phenyl]-1-isobutyl-2,3-dihydro-1H-1-benzazepine-4-carboxamide), ClC1=CC(=CC=C1)C(=O)OO (3-chloroperbenzoic acid). The solvent is ClCCl (dichloromethane), ClCCl (dichloromethane). Conditions: temperature -12.5 celsius, time 1.5 hour. The product is C(CCC)OCCOC1=CC=C(C=C1)C=1C=CC2=C(C=C(CCN2CC(C)C)C(=O)NC2=CC=C(C=C2)CS(=O)C2=NN=CN2C)C1 (7-[4-(2-butoxyethoxy)phenyl]-N-[4-(4-methyl-4H-1,2,4-triazol-3-ylsulfinylmethyl)phenyl]-1-isobutyl-2,3-dihydro-1H-1-benzazepine-4-carboxamide). Yield: 27.7%. As a reaction SMILES: [CH2:1]([O:5][CH2:6][CH2:7][O:8][C:9]1[CH:14]=[CH:13][C:12]([C:15]2[CH:16]=[CH:17][C:18]3[N:24]([CH2:25][CH:26]([CH3:28])[CH3:27])[CH2:23][CH2:22][C:21]([C:29]([NH:31][C:32]4[CH:37]=[CH:36][C:35]([CH2:38][S:39][C:40]5[N:44]([CH3:45])[CH:43]=[N:42][N:41]=5)=[CH:34][CH:33]=4)=[O:30])=[CH:20][C:19]=3[CH:46]=2)=[CH:11][CH:10]=1)[CH2:2][CH2:3][CH3:4].ClC1C=CC=C(C(OO)=[O:55])C=1.S([O-])([O-])(=O)=S.[Mg+2]>ClCCl>[CH2:1]([O:5][CH2:6][CH2:7][O:8][C:9]1[CH:10]=[CH:11][C:12]([C:15]2[CH:16]=[CH:17][C:18]3[N:24]([CH2:25][CH:26]([CH3:27])[CH3:28])[CH2:23][CH2:22][C:21]([C:29]([NH:31][C:32]4[CH:33]=[CH:34][C:35]([CH2:38][S:39]([C:40]5[N:44]([CH3:45])[CH:43]=[N:42][N:41]=5)=[O:55])=[CH:36][CH:37]=4)=[O:30])=[CH:20][C:19]=3[CH:46]=2)=[CH:13][CH:14]=1)[CH2:2][CH2:3][CH3:4] |f:2.3|. Procedure: To a solution of 7-[4-(2-butoxyethoxy)phenyl]-N-[4-(4-methyl-4H-1,2,4-triazol-3-ylthiomethyl)phenyl]-1-isobutyl-2,3-dihydro-1H-1-benzazepine-4-carboxamide (0.26 g) in dichloromethane (10 ml) was added a solution of 3-chloroperbenzoic acid (70%, 0.26 g) in dichloromethane (10 ml) at −78° C. and the mixture was stirred at −10 to −15° C. for 1.5 hours. To the reaction solution was added magnesium thiosulfate solution at room temperature and the mixture was stirred for several minutes. The mixture w... Starting materials: Cc1c2c(n(-c3ccc(F)cc3Cl)c1-c1ccc(O)cc1)CCN(N1CCCCC1)C2=O, O=S(=O)(Cl)CCC(F)(F)F, c1ccncc1. The product is Cc1c2c(n(-c3ccc(F)cc3Cl)c1-c1ccc(OS(=O)(=O)CCC(F)(F)F)cc1)CCN(N1CCCCC1)C2=O. Reaction SMILES: [Cl:1][c:2]1[c:3](-[n:9]2[c:10](-[c:26]3[cH:27][cH:28][c:29]([OH:32])[cH:30][cH:31]3)[c:11]([CH3:25])[c:12]3[c:17]2[CH2:16][CH2:15][N:14]([N:18]2[CH2:19][CH2:20][CH2:21][CH2:22][CH2:23]2)[C:13]3=[O:24])[cH:4][cH:5][c:6]([F:8])[cH:7]1.[F:33][C:34]([CH2:35][CH2:36][S:37](=[O:38])(=[O:39])[Cl:40])([F:41])[F:42].[cH:43]1[cH:44][cH:45][n:46][cH:47][cH:48]1>>[Cl:1][c:2]1[c:3](-[n:9]2[c:10](-[c:26]3[cH:27][cH:28][c:29]([O:32][S:37]([CH2:36][CH2:35][C:34]([F:33])([F:41])[F:42])(=[O:38])=[O:39])[cH:30][cH:31]3)[c:11]([CH3:25])[c:12]3[c:17]2[CH2:16][CH2:15][N:14]([N:18]2[CH2:19][CH2:20][CH2:21][CH2:22][CH2:23]2)[C:13]3=[O:24])[cH:4][cH:5][c:6]([F:8])[cH:7]1. The product is CCn1ccc2cccc(Br)c21. RXN SMILES: [Br:3][c:4]1[cH:5][cH:6][cH:7][c:8]2[cH:9][cH:10][nH:11][c:12]12.[H-:1].[I:13][CH2:14][CH3:15].[Na+:2].[O:16]=[CH:17][N:18]([CH3:19])[CH3:20]>>[Br:3][c:4]1[cH:5][cH:6][cH:7][c:8]2[cH:9][cH:10][n:11]([CH2:14][CH3:15])[c:12]12. Starting materials: Brc1cccc2cc[nH]c12, [H-], CCI, [Na+], CN(C)C=O.